From a dataset of the Open Reaction Database (ORD), a public repository of structured organic reaction records. describe an organic reaction: reactants, conditions, products, and yield Procedure details: To a stirred solution of 3-[[2-(4-morpholinyl)ethyl]methylamino]-1,2-benzisoxazol-6-ol (2 g) and copper(I)chloride (0.3 g) in EtOAc (60 ml) was added methyl isocyanate (0.5 g). After 3.5 hours thin layer chromatography (TLC) (silica gel, 10% MeOH/DCM) showed no starting material. The reaction was filtered through neutral alumina eluting with EtOAc (2 l) and the filtrate was concentrated in vacuo to yield 1.2 g of the product, m.p. 94-95° C. The product is CNC(OC1=CC2=C(C(=NO2)N(C)CCN2CCOCC2)C=C1)=O (3-[[-(4-Morpholinyl)ethyl]methylamino]-1,2-benzisoxazol-6-yl methylcarbamate). The reagents and catalysts are [Cu]Cl (copper(I)chloride). Isolated yield 49.8%. Reactants: N1(CCOCC1)CCN(C1=NOC2=C1C=CC(=C2)O)C (3-[[2-(4-morpholinyl)ethyl]methylamino]-1,2-benzisoxazol-6-ol), CN=C=O (methyl isocyanate), CO.C(Cl)Cl (MeOH DCM). The solvent is CCOC(=O)C (EtOAc). Reaction SMILES: [N:1]1([CH2:7][CH2:8][N:9]([CH3:20])[C:10]2[C:14]3[CH:15]=[CH:16][C:17]([OH:19])=[CH:18][C:13]=3[O:12][N:11]=2)[CH2:6][CH2:5][O:4][CH2:3][CH2:2]1.[CH3:21][N:22]=[C:23]=[O:24].CO.C(Cl)Cl>CCOC(C)=O.[Cu]Cl>[CH3:21][NH:22][C:23](=[O:24])[O:19][C:17]1[CH:16]=[CH:15][C:14]2[C:10]([N:9]([CH2:8][CH2:7][N:1]3[CH2:6][CH2:5][O:4][CH2:3][CH2:2]3)[CH3:20])=[N:11][O:12][C:13]=2[CH:18]=1 |f:2.3|. The reactants are Intermediate M, C(C)(=O)O[BH-](OC(C)=O)OC(C)=O.[Na+] (sodium triacetoxyborohydride), IC1=C(N)C=CC=C1 (2-iodoaniline), CC1([C@@H](N(C(O1)=O)C1CCC(CC1)=O)C1=CC=CC=C1)C ((S)-5,5-dimethyl-3-(4-oxocyclohexyl)-4-phenyloxazolidin-2-one), CC(=O)O (AcOH). The solvent is ClCCCl (DCE), O (Water). Reaction conditions: time 15 minute. Product: IC1=C(C=CC=C1)NC1CCC(CC1)N1C(OC([C@@H]1C1=CC=CC=C1)(C)C)=O ((S)-3-(4-((2-Iodophenyl)amino)cyclohexyl)-5,5-dimethyl-4-phenyloxazolidin-2-one). As a reaction SMILES: [I:1][C:2]1[CH:8]=[CH:7][CH:6]=[CH:5][C:3]=1[NH2:4].[CH3:9][C:10]1([CH3:29])[O:14][C:13](=[O:15])[N:12]([CH:16]2[CH2:21][CH2:20][C:19](=O)[CH2:18][CH2:17]2)[C@H:11]1[C:23]1[CH:28]=[CH:27][CH:26]=[CH:25][CH:24]=1.CC(O)=O.C(O[BH-](OC(=O)C)OC(=O)C)(=O)C.[Na+]>O.ClCCCl>[I:1][C:2]1[CH:8]=[CH:7][CH:6]=[CH:5][C:3]=1[NH:4][CH:19]1[CH2:18][CH2:17][CH:16]([N:12]2[C@@H:11]([C:23]3[CH:24]=[CH:25][CH:26]=[CH:27][CH:28]=3)[C:10]([CH3:9])([CH3:29])[O:14][C:13]2=[O:15])[CH2:21][CH2:20]1 |f:3.4|. Reported procedure: The starting material (see Intermediate M synthesis) was a mixture of S:R stereoisomers (˜3:1). To a vial charged with 2-iodoaniline (commercially available from Sigma-Aldrich, Milwaukee, Wis.) (0.100 g, 0.457 mmol) were added (S)-5,5-dimethyl-3-(4-oxocyclohexyl)-4-phenyloxazolidin-2-one (0.131 g, 0.457 mmol), DCE (1.826 mL) and AcOH (0.039 mL, 0.685 mmol). The mixture was stirred at room temperature for 15 minutes prior to the addition of sodium triacetoxyborohydride (0.213 g, 1.004 mmol). The ... The reactants are C(=O)(O)[O-].[Na+] (NaHCO3), NC1=C(C=C(C=C1[N+](=O)[O-])C(F)(F)F)Br (4-amino-3-bromo-5-nitrobenzotrifluoride), [H-].[Na+] (NaH), CI (MeI). Solvent: [Cl-].[Na+].O (brine), CN(C)C=O (DMF). Run at time 1 hour. Product: BrC1=C(NC)C(=CC(=C1)C(F)(F)F)[N+](=O)[O-] (2-Bromo-N-methyl-6-nitro-4-(trifluoromethyl)aniline). As a reaction SMILES: [NH2:1][C:2]1[C:7]([N+:8]([O-:10])=[O:9])=[CH:6][C:5]([C:11]([F:14])([F:13])[F:12])=[CH:4][C:3]=1[Br:15].[H-].[Na+].CI.[C:20]([O-])(O)=O.[Na+]>CN(C=O)C.[Cl-].[Na+].O>[Br:15][C:3]1[CH:4]=[C:5]([C:11]([F:12])([F:13])[F:14])[CH:6]=[C:7]([N+:8]([O-:10])=[O:9])[C:2]=1[NH:1][CH3:20] |f:1.2,4.5,7.8.9|. Reported procedure: To a solution of 4-amino-3-bromo-5-nitrobenzotrifluoride (5.25 g, 18.4 mmol) in DMF (40 mL) was added NaH (883 mg, 60% suspension in mineral oil, 22.1 mmol). After 30 min MeI (1.38 mL, 22.1 mmol) was added. The reaction mixture was allowed to stand at room temperature for 1 h, then was poured into a solution of saturated aqueous NaHCO3 and brine. The resulting suspension was extracted twice with CH2Cl2, and the combined extracts were dried over Na2SO4 and concentrated in vacuo. Purification by f... The reactants are C(=O)C=1C=C(C(N2C=CC=CC12)=O)C(=O)OCC (ethyl 1-formyl-4-oxo-4H-quinolizine-3-carboxylate), ClCCl (dichloromethane), [BH4-].[Na+] (sodium borohydride). Solvent: CO (MeOH). Run at time 20 hour. Yields the product OCC=1C=C(C(N2C=CC=CC12)=O)C(=O)OCC (ethyl 1-(hydroxymethyl)-4-oxo-4H-quinolizine-3-carboxylate). RXN SMILES: [CH:1]([C:3]1[CH:4]=[C:5]([C:14]([O:16][CH2:17][CH3:18])=[O:15])[C:6](=[O:13])[N:7]2[C:12]=1[CH:11]=[CH:10][CH:9]=[CH:8]2)=[O:2].ClCCl.[BH4-].[Na+]>CO>[OH:2][CH2:1][C:3]1[CH:4]=[C:5]([C:14]([O:16][CH2:17][CH3:18])=[O:15])[C:6](=[O:13])[N:7]2[C:12]=1[CH:11]=[CH:10][CH:9]=[CH:8]2 |f:2.3|. Procedure details: The ethyl 1-formyl-4-oxo-4H-quinolizine-3-carboxylate (5 g, 20.4 mmol) was stirred in a 2:1 dichloromethane:MeOH solution (102 mL) and cooled to 0° C. The reaction was treated with sodium borohydride (0.309 g, 8.16 mmol), warmed to ambient temperature, and stirred for 20 hours. The mixture was quenched with a 10% sodium carbonate solution, extracted with dichloromethane (3×100 mL), and partitioned between water and dichloromethane. The combined organic extracts were dried over sodium sulfate, fi... RXN SMILES: [C:8]([CH3:9])([CH3:10])([CH3:11])[O:12][C:13](=[O:14])[NH:15][CH:16]1[CH2:17][CH2:18][CH:19]([OH:22])[CH2:20][CH2:21]1.[CH3:34][S:35]([CH3:36])=[O:37].[Cl:23][c:24]1[n:25][cH:26][c:27]([N+:30](=[O:31])[O-:32])[cH:28][cH:29]1.[H-:1].[Na+:2].[O:3]1[CH2:4][CH2:5][CH2:6][CH2:7]1.[OH2:33]>>[C:8]([CH3:9])([CH3:10])([CH3:11])[O:12][C:13](=[O:14])[NH:15][CH:16]1[CH2:17][CH2:18][CH:19]([O:22][c:24]2[n:25][cH:26][c:27]([N+:30](=[O:31])[O-:32])[cH:28][cH:29]2)[CH2:20][CH2:21]1. Reactants: CC(C)(C)OC(=O)NC1CCC(O)CC1, CS(C)=O, O=[N+]([O-])c1ccc(Cl)nc1, [H-], [Na+], C1CCOC1, O. Yields the product CC(C)(C)OC(=O)NC1CCC(Oc2ccc([N+](=O)[O-])cn2)CC1. Reactants: CC(C)(C)O, C[N+]1([O-])CCOCC1, C=CC1Cc2cc(C)c3[nH]c(=O)ccc3c2O1, CC(C)=O, O, O, O=[Os](=O)(=O)=O. Yields the product Cc1cc2c(c3ccc(=O)[nH]c13)OC(C(O)CO)C2. RXN SMILES: [C:27]([OH:28])([CH3:29])([CH3:30])[CH3:31].[CH3:19][N+:20]1([O-:21])[CH2:22][CH2:24][O:23][CH2:25][CH2:26]1.[CH3:1][c:2]1[cH:3][c:4]2[c:5]([c:6]3[cH:7][cH:8][c:9](=[O:12])[nH:10][c:11]13)[O:13][CH:14]([CH:16]=[CH2:17])[CH2:15]2.[CH3:32][C:33](=[O:34])[CH3:35].[OH2:18].[OH2:36].[Os:37](=[O:38])(=[O:39])(=[O:40])=[O:41]>>[CH3:1][c:2]1[cH:3][c:4]2[c:5]([c:6]3[cH:7][cH:8][c:9](=[O:12])[nH:10][c:11]13)[O:13][CH:14]([CH:16]([CH2:17][OH:23])[OH:18])[CH2:15]2. The reactants are C(C1=CC=CC=C1)OC(=O)N1CCN(CC1)C1=NC2=CC=CC=C2C(=N1)OCC(C(C)O)O (2-[4-(benzyloxycarbonyl)piperazin-1-yl]-4-[(2RS,3RS)-(2,3-dihydroxybutan-1-yl)oxy]quinazoline). Reagents/catalysts: [Pd] (palladium/carbon). Run in CO (methanol). Reaction conditions: time 8 hour. Product: OC(COC1=NC(=NC2=CC=CC=C12)N1CCNCC1)C(C)O (4-[(2RS,3RS)-(2,3-dihydroxybutan-1-yl)oxy]-2-(1-piperazinyl)quinazoline). Isolated yield 35.2%. As a reaction SMILES: C(OC([N:11]1[CH2:16][CH2:15][N:14]([C:17]2[N:26]=[C:25]([O:27][CH2:28][CH:29]([OH:33])[CH:30]([OH:32])[CH3:31])[C:24]3[C:19](=[CH:20][CH:21]=[CH:22][CH:23]=3)[N:18]=2)[CH2:13][CH2:12]1)=O)C1C=CC=CC=1>CO.[Pd]>[OH:33][CH:29]([CH:30]([OH:32])[CH3:31])[CH2:28][O:27][C:25]1[C:24]2[C:19](=[CH:20][CH:21]=[CH:22][CH:23]=2)[N:18]=[C:17]([N:14]2[CH2:13][CH2:12][NH:11][CH2:16][CH2:15]2)[N:26]=1. Reported procedure: To a solution of 2-[4-(benzyloxycarbonyl)piperazin-1-yl]-4-[(2RS,3RS)-(2,3-dihydroxybutan-1-yl)oxy]quinazoline (950 mg) in methanol (21 ml) is added 10% palladium/carbon (109 mg), and the mixture is stirred under hydrogen atmosphere and under atmospheric pressure at room temperature for 8 hours. The reaction mixture is filtered, and the filtrate is evaporated to dryness under reduced pressure, and the residue is crystallized from acetone-diethyl ether. The crystals thus obtained are recrystalliz... Starting materials: C(C)N(C(C)C)C(C)C (N-ethyl-N-isopropylpropan-2-amine), Cl.COC1=C(C(NC(=C1)C)=O)CNC(=O)C1=C(N(C2=CC=CC=C12)C(C)C1CCNCC1)C (N-((4-methoxy-6-methyl-2-oxo-1,2-dihydropyridin-3-yl)methyl)-2-methyl-1-(1-(piperidin-4-yl)ethyl)-1H-indole-3-carboxamide hydrochloride), C1CCOC1 (THF), [Li+].[OH-] (LiOH), Cl.COC1=C(C(NC(=C1)C)=O)CNC(=O)C1=C(N(C2=CC=CC=C12)C(C)C1CCNCC1)C (N-((4-methoxy-6-methyl-2-oxo-1,2-dihydropyridin-3-yl)methyl)-2-methyl-1-(1-(piperidin-4-yl)ethyl)-1H-indole-3-carboxamide hydrochloride), CN(C)C=O (DMF), C(OC(C)C)(=O)Cl (isopropyl carbonochloridate). Conditions: temperature 0 celsius. Yields the product COC1=C(C(NC(=C1)C)=O)CNC(=O)C1=C(N(C2=CC=CC=C12)C(C)C1CCN(CC1)C(=O)OC(C)C)C (isopropyl 4-(1-(3-((4-methoxy-6-methyl-2-oxo-1,2-dihydropyridin-3-yl)methylcarbamoyl)-2-methyl-1H-indol-1-yl)ethyl)piperidine-1-carboxylate). Isolated yield 55.2%. As a reaction SMILES: Cl.[CH3:2][O:3][C:4]1[CH:9]=[C:8]([CH3:10])[NH:7][C:6](=[O:11])[C:5]=1[CH2:12][NH:13][C:14]([C:16]1[C:24]2[C:19](=[CH:20][CH:21]=[CH:22][CH:23]=2)[N:18]([CH:25]([CH:27]2[CH2:32][CH2:31][NH:30][CH2:29][CH2:28]2)[CH3:26])[C:17]=1[CH3:33])=[O:15].CN(C=O)C.C1COCC1.C(N(C(C)C)C(C)C)C.[C:53](Cl)(=[O:58])[O:54][CH:55]([CH3:57])[CH3:56].[Li+].[OH-]>>[CH3:2][O:3][C:4]1[CH:9]=[C:8]([CH3:10])[NH:7][C:6](=[O:11])[C:5]=1[CH2:12][NH:13][C:14]([C:16]1[C:24]2[C:19](=[CH:20][CH:21]=[CH:22][CH:23]=2)[N:18]([CH:25]([CH:27]2[CH2:28][CH2:29][N:30]([C:53]([O:54][CH:55]([CH3:57])[CH3:56])=[O:58])[CH2:31][CH2:32]2)[CH3:26])[C:17]=1[CH3:33])=[O:15] |f:0.1,6.7|. Procedure details: A 250 mL round bottom flask was charged with a magnetic stir bar, (R or S)-N-((4-methoxy-6-methyl-2-oxo-1,2-dihydropyridin-3-yl)methyl)-2-methyl-1-(1-(piperidin-4-yl)ethyl)-1H-indole-3-carboxamide hydrochloride (0.467 g, 0.987 mmol) (Compound 326), DMF (2.468 ml, 0.987 mmol), THF (2.468 ml, 0.987 mmol), and N-ethyl-N-isopropylpropan-2-amine (0.638 g, 4.94 mmol). The reaction was cooled to 0° C. and isopropyl carbonochloridate (0.160 ml, 1.086 mmol) was added drop wise via syringe. The reaction w... The reactants are C1(CCCC1)OC=1C=C(C=CC1OC)CCN (2-(3-cyclopentyloxy-4-methoxyphenyl)ethylamine), C[Si](C)(C)N=C=O (trimethylsilyl isocyanate), [Cl-].[NH4+] (Ammonium chloride). The solvent is O1CCCC1 (tetrahydrofuran). Run at time 8 hour. Yields the product C1(CCCC1)OC=1C=C(C=CC1OC)CCNC(=O)N (N-[2-(3-Cyclopentyloxy-4-methoxyphenyl)ethyl]urea). Reaction SMILES: [CH:1]1([O:6][C:7]2[CH:8]=[C:9]([CH2:15][CH2:16][NH2:17])[CH:10]=[CH:11][C:12]=2[O:13][CH3:14])[CH2:5][CH2:4][CH2:3][CH2:2]1.C[Si]([N:22]=[C:23]=[O:24])(C)C.[Cl-].[NH4+]>O1CCCC1>[CH:1]1([O:6][C:7]2[CH:8]=[C:9]([CH2:15][CH2:16][NH:17][C:23]([NH2:22])=[O:24])[CH:10]=[CH:11][C:12]=2[O:13][CH3:14])[CH2:2][CH2:3][CH2:4][CH2:5]1 |f:2.3|. Reported procedure: To a solution of 2-(3-cyclopentyloxy-4-methoxyphenyl)ethylamine (0.47 g, 2.0 mmol) in tetrahydrofuran (10 mL) under an argon atmosphere was added trimethylsilyl isocyanate (0.42 mL, 3.1 mmol). The resulting mixture was heated at reflux for 1 h, was allowed to cool to room temperature and then was stirred overnight. The reaction mixture was again heated to reflux for an additional 5 h and allowed to cool to room temperature. Ammonium chloride was added, and the mixture was concentrated under redu... Starting materials: ClCc1ccccc1, NC(=O)c1ccccc1N, O. The product is NC(=O)c1ccccc1NCc1ccccc1. Reaction SMILES: [Cl:11][CH2:12][c:13]1[cH:14][cH:15][cH:16][cH:17][cH:18]1.[NH2:1][c:2]1[c:3]([C:4](=[O:5])[NH2:6])[cH:7][cH:8][cH:9][cH:10]1.[OH2:19]>>[NH:1]([c:2]1[c:3]([C:4](=[O:5])[NH2:6])[cH:7][cH:8][cH:9][cH:10]1)[CH2:12][c:13]1[cH:14][cH:15][cH:16][cH:17][cH:18]1.